This data is from the Open Reaction Database (ORD), a public repository of structured organic reaction records. The task is: describe an organic reaction: reactants, conditions, products, and yield Reactants: C1CCOC1, OC1CCCCC1, O=Cc1ccc(O)cc1, c1ccc(P(c2ccccc2)c2ccccc2)cc1. The product is O=Cc1ccc(OC2CCCCC2)cc1. Reaction SMILES: [O:36]1[CH2:37][CH2:38][CH2:39][CH2:40]1.[OH:10][CH:11]1[CH2:12][CH2:13][CH2:14][CH2:15][CH2:16]1.[OH:1][c:2]1[cH:3][cH:4][c:5]([CH:6]=[O:7])[cH:8][cH:9]1.[c:17]1([P:18]([c:19]2[cH:20][cH:21][cH:22][cH:23][cH:24]2)[c:25]2[cH:26][cH:27][cH:28][cH:29][cH:30]2)[cH:31][cH:32][cH:33][cH:34][cH:35]1>>[O:1]([c:2]1[cH:3][cH:4][c:5]([CH:6]=[O:7])[cH:8][cH:9]1)[CH:11]1[CH2:12][CH2:13][CH2:14][CH2:15][CH2:16]1.